describe an organic reaction: reactants, conditions, products, and yield From a dataset of the Open Reaction Database (ORD), a public repository of structured organic reaction records. The reactants are [H][H] (hydrogen), S(=O)(=O)([O-])[O-].[Mg+2] (magnesium sulfate), FC1=C(N)C=CC(=C1F)F (2,3,4-Trifluoroaniline), C(C(=O)C)(=O)OC (methyl pyruvate). Reagents/catalysts: [Pd] (Pd—C). The solvent is CO (methanol). The product is FC1=C(NC(C(=O)OC)C)C=CC(=C1F)F (Methyl 2-(2,3,4-trifluoroanilino)propionate). Isolated yield 95.3%. As a reaction SMILES: [F:1][C:2]1[C:8]([F:9])=[C:7]([F:10])[CH:6]=[CH:5][C:3]=1[NH2:4].[C:11]([O:16][CH3:17])(=[O:15])[C:12]([CH3:14])=O.S([O-])([O-])(=O)=O.[Mg+2].[H][H]>CO.[Pd]>[F:1][C:2]1[C:8]([F:9])=[C:7]([F:10])[CH:6]=[CH:5][C:3]=1[NH:4][CH:12]([CH3:14])[C:11]([O:16][CH3:17])=[O:15] |f:2.3|. Procedure: 2,3,4-Trifluoroaniline (2.94 g) and methyl pyruvate (2.04 g) were dissolved in methanol (30 ml). After adding 5% Pd—C (2.0 g) and anhydrous magnesium sulfate (2.65 g), the mixture was stirred at 50° C. in a hydrogen atmosphere for 16 hours. After filtering off Pd—C and magnesium sulfate, the obtained filtrate was concentrated under reduced pressure. The crystals thus precipitated were filtered while washing with hexane. Thus the title compound (4.44 g) was obtained as slightly yellowish crystals... The reactants are ClCCC(C(=O)[O-])(C)C (Chloromethylpivalate), C(C)(=O)NC=1C(=C(C(=C(C1I)C(=O)[O-])I)N(C)C(C)=O)I.[K+] (potassium 5-(N-acetylamino)-3-(N-acetyl-N-methylamino)-2,4,6-triiodobenzenecarboxylate), [I-].[Na+] (sodium iodide), CN(C=O)C (DMF), CN(C=O)C (dimethylformamide). Reaction conditions: time 4 hour. Yields the product C(C)(=O)NC=1C(=C(C(=C(C1I)C(=O)OCOC(C(C)(C)C)=O)I)N(C)C(C)=O)I (Pivaloyloxymethyl 5-(N-acetylamino)-3-(N-acetyl-N-methylamino)-2,4,6-triiodobenzenecarboxylate). As a reaction SMILES: ClC[CH2:3][C:4]([CH3:9])([CH3:8])[C:5]([O-:7])=[O:6].[C:10]([NH:13][C:14]1[C:15]([I:30])=[C:16]([N:25]([C:27](=[O:29])[CH3:28])[CH3:26])[C:17]([I:24])=[C:18]([C:21]([O-:23])=[O:22])[C:19]=1[I:20])(=[O:12])[CH3:11].[K+].[I-].[Na+].[CH3:34]N(C)C=O>>[C:10]([NH:13][C:14]1[C:15]([I:30])=[C:16]([N:25]([C:27](=[O:29])[CH3:28])[CH3:26])[C:17]([I:24])=[C:18]([C:21]([O:23][CH2:34][O:7][C:5](=[O:6])[C:4]([CH3:9])([CH3:8])[CH3:3])=[O:22])[C:19]=1[I:20])(=[O:12])[CH3:11] |f:1.2,3.4|. Reported procedure: Chloromethylpivalate (12.0 ml., 82.6 mmol) in dry DMF (130 ml) is added dropwise during 20 minutes at 50° C. to a solution of potassium 5-(N-acetylamino)-3-(N-acetyl-N-methylamino)-2,4,6-triiodobenzenecarboxylate (50.0 g, 75.0 mmol) and sodium iodide (600 mg, 4.0 mmol) in dry dimethylformamide (DMF) (750 ml). The precipitate is removed by filtration after stirring for 4 hours and the solvent removed at reduced pressure. The residue is dissolved in chloroform (400 ml) and washed four times with a... Starting materials: O=C([O-])O, Cc1ccc(B(O)O)cc1, Cc1ccccc1, CCO, N#Cc1nn(-c2c(Cl)cc(C(F)(F)F)cc2Cl)c(N)c1I, [Na+], c1ccc(P(c2ccccc2)(c2ccccc2)[Pd](P(c2ccccc2)(c2ccccc2)c2ccccc2)(P(c2ccccc2)(c2ccccc2)c2ccccc2)P(c2ccccc2)(c2ccccc2)c2ccccc2)cc1. Product: Cc1ccc(-c2c(C#N)nn(-c3c(Cl)cc(C(F)(F)F)cc3Cl)c2N)cc1. Reaction SMILES: [C:22](=[O:23])([O-:24])[OH:25].[CH3:27][c:28]1[cH:29][cH:30][c:31]([B:34]([OH:35])[OH:36])[cH:32][cH:33]1.[CH3:37][c:38]1[cH:39][cH:40][cH:41][cH:42][cH:43]1.[CH3:44][CH2:45][OH:46].[NH2:1][c:2]1[c:3]([I:21])[c:4]([C:19]#[N:20])[n:5][n:6]1-[c:7]1[c:8]([Cl:18])[cH:9][c:10]([C:14]([F:15])([F:16])[F:17])[cH:11][c:12]1[Cl:13].[Na+:26].[cH:47]1[cH:48][cH:49][c:50]([P:51]([Pd:52]([P:53]([c:54]2[cH:55][cH:56][cH:57][cH:58][cH:59]2)([c:60]2[cH:61][cH:62][cH:63][cH:64][cH:65]2)[c:66]2[cH:67][cH:68][cH:69][cH:70][cH:71]2)([P:72]([c:73]2[cH:74][cH:75][cH:76][cH:77][cH:78]2)([c:79]2[cH:80][cH:81][cH:82][cH:83][cH:84]2)[c:85]2[cH:86][cH:87][cH:88][cH:89][cH:90]2)[P:91]([c:92]2[cH:93][cH:94][cH:95][cH:96][cH:97]2)([c:98]2[cH:99][cH:100][cH:101][cH:102][cH:103]2)[c:104]2[cH:105][cH:106][cH:107][cH:108][cH:109]2)([c:110]2[cH:111][cH:112][cH:113][cH:114][cH:115]2)[c:116]2[cH:117][cH:118][cH:119][cH:120][cH:121]2)[cH:122][cH:123]1>>[NH2:1][c:2]1[c:3](-[c:31]2[cH:30][cH:29][c:28]([CH3:27])[cH:33][cH:32]2)[c:4]([C:19]#[N:20])[n:5][n:6]1-[c:7]1[c:8]([Cl:18])[cH:9][c:10]([C:14]([F:15])([F:16])[F:17])[cH:11][c:12]1[Cl:13]. Starting materials: C(C1=CC=CC=C1)OC(N(CC1=C(C=CC(=C1)C(F)(F)F)B1OC(C(O1)(C)C)(C)C)CC)=O (ethyl-[2-(4,4,5,5-tetramethyl-[1,3,2]dioxaborolan-2-yl)-5-trifluoromethyl-benzyl]-carbamic acid benzyl ester), C(C)OC(CC1=CC(=C(C=C1)OCC1CC1)Br)=O ((3-bromo-4-cyclopropylmethoxy-phenyl)-acetic acid ethyl ester). Yields the product C(C)OC(CC=1C=C(C(=CC1)OCC1CC1)C1=C(C=C(C=C1)C(F)(F)F)CN(CC)C(=O)OCC1=CC=CC=C1)=O ({2′-[(Benzyloxycarbonyl-ethyl-amino)-methyl]-6-cyclopropylmethoxy-4′-trifluoromethyl-biphenyl-3-yl}-acetic acid ethyl ester). Reaction SMILES: [CH2:1]([O:8][C:9](=[O:33])[N:10]([CH2:31][CH3:32])[CH2:11][C:12]1[CH:17]=[C:16]([C:18]([F:21])([F:20])[F:19])[CH:15]=[CH:14][C:13]=1B1OC(C)(C)C(C)(C)O1)[C:2]1[CH:7]=[CH:6][CH:5]=[CH:4][CH:3]=1.[CH2:34]([O:36][C:37](=[O:51])[CH2:38][C:39]1[CH:44]=[CH:43][C:42]([O:45][CH2:46][CH:47]2[CH2:49][CH2:48]2)=[C:41](Br)[CH:40]=1)[CH3:35]>>[CH2:34]([O:36][C:37](=[O:51])[CH2:38][C:39]1[CH:40]=[C:41]([C:13]2[CH:14]=[CH:15][C:16]([C:18]([F:19])([F:20])[F:21])=[CH:17][C:12]=2[CH2:11][N:10]([C:9]([O:8][CH2:1][C:2]2[CH:7]=[CH:6][CH:5]=[CH:4][CH:3]=2)=[O:33])[CH2:31][CH3:32])[C:42]([O:45][CH2:46][CH:47]2[CH2:49][CH2:48]2)=[CH:43][CH:44]=1)[CH3:35]. Procedure details: Prepared according to the procedure described in Example 1, Step 4, using the following starting materials: ethyl-[2-(4,4,5,5-tetramethyl-[1,3,2]dioxaborolan-2-yl)-5-trifluoromethyl-benzyl]-carbamic acid benzyl ester and (3-bromo-4-cyclopropylmethoxy-phenyl)-acetic acid ethyl ester. Reactants: N1(CCCCC1)C1=CN=CC(=N1)C(=O)O (6-(1-piperidinyl) pyrazine-2-carboxylic acid), NC1=NN=NN1 (5-amino-1H-tetrazole). Run in C(C)N(CC)CC (triethylamine), C(C(C)(C)C)(=O)Cl (pivaloyl chloride), O1CCCC1 (tetrahydrofuran). Product: N1(CCCCC1)C1=CN=CC(=N1)C(=O)NC1=NN=NN1 (6-(1-Piperidinyl)-N-(1H-5-tetrazolyl)pyrazine-2-carboxamide). RXN SMILES: [N:1]1([C:7]2[N:12]=[C:11]([C:13]([OH:15])=O)[CH:10]=[N:9][CH:8]=2)[CH2:6][CH2:5][CH2:4][CH2:3][CH2:2]1.[NH2:16][C:17]1[NH:21][N:20]=[N:19][N:18]=1>O1CCCC1.C(N(CC)CC)C.C(Cl)(=O)C(C)(C)C>[N:1]1([C:7]2[N:12]=[C:11]([C:13]([NH:16][C:17]3[NH:21][N:20]=[N:19][N:18]=3)=[O:15])[CH:10]=[N:9][CH:8]=2)[CH2:2][CH2:3][CH2:4][CH2:5][CH2:6]1. Reported procedure: To a suspension fo 1.28 g of 6-(1-piperidinyl) pyrazine-2-carboxylic acid in 18 ml of tetrahydrofuran, 0.95 ml of triethylamine and 0.84 ml of pivaloyl chloride were added dropwise successively at 0 ° C. under stirring. After stirring for 1 hour at 0 ° C., 0.58 g of 5-amino-1H-tetrazole was added to the mixture, and the reaction mixture was stirred for 30 minutes at room temperature, and then refluxed for 12 hours. The reaction mixture was evaporated, and water was added to the residue. The prec... Starting materials: CCOC(C)=O, ClC(Cl)Cl, COc1ccc(Cc2cnc(Cl)c3ccccc23)cn1. The product is Oc1ccc(Cc2cnc(Cl)c3ccccc23)cn1. As a reaction SMILES: [CH3:21][CH2:22][O:23][C:24]([CH3:25])=[O:26].[CH:27]([Cl:28])([Cl:29])[Cl:30].[Cl:1][c:2]1[n:3][cH:4][c:5]([CH2:12][c:13]2[cH:14][n:15][c:16]([O:19][CH3:20])[cH:17][cH:18]2)[c:6]2[cH:7][cH:8][cH:9][cH:10][c:11]12>>[Cl:1][c:2]1[n:3][cH:4][c:5]([CH2:12][c:13]2[cH:14][n:15][c:16]([OH:19])[cH:17][cH:18]2)[c:6]2[cH:7][cH:8][cH:9][cH:10][c:11]12. Reactants: Cc1ccc(S(=O)(=O)NC2CCCCC2)c(C(=O)C(C)C2NC(=O)C2C(CO[SiH](C)C)C(C)(C)C)c1, [Na+], C1CCOC1, [OH-], O. Product: CC(C(=O)O)C1NC(=O)C1C(CO[SiH](C)C)C(C)(C)C. RXN SMILES: [C:6]([CH3:7])([CH3:8])([CH3:9])[CH:10]([CH2:11][O:12][SiH:13]([CH3:14])[CH3:15])[CH:16]1[C:17](=[O:41])[NH:18][CH:19]1[CH:20]([C:21](=[O:22])[c:23]1[cH:24][c:25]([CH3:26])[cH:27][cH:28][c:29]1[S:30]([NH:31][CH:32]1[CH2:33][CH2:34][CH2:35][CH2:36][CH2:37]1)(=[O:38])=[O:39])[CH3:40].[Na+:43].[O:1]1[CH2:2][CH2:3][CH2:4][CH2:5]1.[OH-:42].[OH2:44]>>[O:1]=[C:21]([CH:20]([CH:19]1[CH:16]([CH:10]([C:6]([CH3:7])([CH3:8])[CH3:9])[CH2:11][O:12][SiH:13]([CH3:14])[CH3:15])[C:17](=[O:41])[NH:18]1)[CH3:40])[OH:22]. The reactants are C(#C)C1(CCCCC1)O (1-Ethynyl-1-cyclohexanol), NC1=CC=CC=C1 (aniline), Cl.NC1=CC=CC=C1 (aniline hydrochloride). The reagents and catalysts are [C-]#[O+].[C-]#[O+].[C-]#[O+].[C-]#[O+].[C-]#[O+].[C-]#[O+].[C-]#[O+].[C-]#[O+].[C-]#[O+].[C-]#[O+].[C-]#[O+].[C-]#[O+].[Ru].[Ru].[Ru] (Ru3(CO)12). Solvent: ClCCl (dichloromethane). Run at temperature 120 celsius, time 12 hour. Product: CC1=NC2=CC=CC=C2C12CCCCC2 (2-methyl-3H-indole-3-spiro-1′-cyclohexane). Isolated yield 1.2%. RXN SMILES: [C:1]([C:3]1(O)[CH2:8][CH2:7][CH2:6][CH2:5][CH2:4]1)#[CH:2].[NH2:10][C:11]1[CH:16]=[CH:15][CH:14]=[CH:13][CH:12]=1.Cl.NC1C=CC=CC=1>[C-]#[O+].[C-]#[O+].[C-]#[O+].[C-]#[O+].[C-]#[O+].[C-]#[O+].[C-]#[O+].[C-]#[O+].[C-]#[O+].[C-]#[O+].[C-]#[O+].[C-]#[O+].[Ru].[Ru].[Ru].ClCCl>[CH3:2][C:1]1[C:3]2([CH2:8][CH2:7][CH2:6][CH2:5][CH2:4]2)[C:16]2[C:11](=[CH:12][CH:13]=[CH:14][CH:15]=2)[N:10]=1 |f:2.3,4.5.6.7.8.9.10.11.12.13.14.15.16.17.18|. Reported procedure: 1-Ethynyl-1-cyclohexanol (1.242 g, 10 mmol), aniline (0.931 g, 10 mmol), Ru3(CO)12 (32.0 mg, 0.05 mmol) and aniline hydrochloride (0.259 g, 2.0 mmol) were placed in a 10 ml round-bottomed flask, and the mixture was stirred at 120° C. for 12 hours. After cooling, dichloromethane (3 mL) was added, and the organic layer was washed twice with 1 M hydrochloric acid (2 mL) and once with water (2 mL). The organic layer was dried over sodium sulfate, and the solvent was distilled away, whereby 2-methyl-...